From a dataset of the Open Reaction Database (ORD), a public repository of structured organic reaction records. describe an organic reaction: reactants, conditions, products, and yield Reactants: COCCC(C(=O)OC(C)(C)C)=O (tert-butyl 4-methoxy-2-oxo-butyrate), [Cl-].[Li+] (Lithium chloride), C(C)(=O)O (acetic acid), C[Si]([N-][Si](C)(C)C)(C)C.[Li+] (Lithium hexamethyldisilazide), C(CCCCCC)C1(OCCO1)CCCCCC/C=C/CC(=O)N1C(OC([C@@H]1C(C)C)(C1=CC=CC=C1)C1=CC=CC=C1)=S ((E)-10-(2-heptyl-[1,3]dioxolan-2-yl)-1-((S)-4-isopropyl-5,5-diphenyl-2-thioxo-oxazolidin-3-yl)-dec-3-en-1-one). Solvent: C1CCOC1 (THF), C1CCOC1 (THF), C1CCOC1 (THF). Reaction conditions: temperature -78 celsius. The product is C(CCCCCC)C1(OCCO1)CCCCCC/C=C/[C@@H]([C@](C(=O)OC(C)(C)C)(CCOC)O)C(=O)N1C(OC([C@@H]1C(C)C)(C1=CC=CC=C1)C1=CC=CC=C1)=S (tert-butyl (E)-(2S,3S)-11-(2-heptyl-[1,3]dioxolan-2-yl)-2-hydroxy-3-((S)-4-isopropyl-5,5-diphenyl-2-thioxo-oxazolidine-3-carbonyl)-2-(2-methoxy-ethyl)-undec-4-enoate). The yield is 79.5%. Reaction SMILES: [Cl-].[Li+].[CH2:3]([C:10]1([CH2:15][CH2:16][CH2:17][CH2:18][CH2:19][CH2:20]/[CH:21]=[CH:22]/[CH2:23][C:24]([N:26]2[C@@H:30]([CH:31]([CH3:33])[CH3:32])[C:29]([C:40]3[CH:45]=[CH:44][CH:43]=[CH:42][CH:41]=3)([C:34]3[CH:39]=[CH:38][CH:37]=[CH:36][CH:35]=3)[O:28][C:27]2=[S:46])=[O:25])[O:14][CH2:13][CH2:12][O:11]1)[CH2:4][CH2:5][CH2:6][CH2:7][CH2:8][CH3:9].C[Si](C)(C)[N-][Si](C)(C)C.[Li+].[CH3:57][O:58][CH2:59][CH2:60][C:61](=[O:69])[C:62]([O:64][C:65]([CH3:68])([CH3:67])[CH3:66])=[O:63].C(O)(=O)C>C1COCC1>[CH2:3]([C:10]1([CH2:15][CH2:16][CH2:17][CH2:18][CH2:19][CH2:20]/[CH:21]=[CH:22]/[C@H:23]([C:24]([N:26]2[C@@H:30]([CH:31]([CH3:33])[CH3:32])[C:29]([C:34]3[CH:35]=[CH:36][CH:37]=[CH:38][CH:39]=3)([C:40]3[CH:41]=[CH:42][CH:43]=[CH:44][CH:45]=3)[O:28][C:27]2=[S:46])=[O:25])[C@@:61]([OH:69])([CH2:60][CH2:59][O:58][CH3:57])[C:62]([O:64][C:65]([CH3:66])([CH3:67])[CH3:68])=[O:63])[O:11][CH2:12][CH2:13][O:14]1)[CH2:4][CH2:5][CH2:6][CH2:7][CH2:8][CH3:9] |f:0.1,3.4|. Procedure: Lithium chloride (5.12 g, 121 mmol) was heat dried with a heat gun under reduced pressure. Under a nitrogen atmosphere, a mixture of No. 5499685 (E)-10-(2-heptyl-[1,3]dioxolan-2-yl)-1-((S)-4-isopropyl-5,5-diphenyl-2-thioxo-oxazolidin-3-yl)-dec-3-en-1-one (25.0 g, 40.3 mmol) and THF (80 mL) was added at room temperature. Further THF (145 mL) was then added to the reaction vessel. The mixture was stirred until it became homogeneous and then cooled to −78° C. Lithium hexamethyldisilazide (1 M solut... Reactants: FC(C(=O)O)(F)F (Trifluoroacetic acid), C(C)(C)C1=CN=C(S1)NC(CC=1N=C(SC1)NC(OC(C)(C)C)=O)=O (tert-butyl 4-{2-[(5-isopropyl-1,3-thiazol-2-yl)amino]-2-oxoethyl}-1,3-thiazol-2-ylcarbamate), C1(=CC=CC=C1)OC (anisole). The solvent is C(Cl)Cl (CH2Cl2). Yields the product NC=1SC=C(N1)CC(=O)NC=1SC(=CN1)C(C)C (2-(2-amino-1,3-thiazol-4-yl)-N-(5-isopropyl-1,3-thiazol-2-yl)acetamide). Reaction SMILES: FC(F)(F)C(O)=O.[CH:8]([C:11]1[S:15][C:14]([NH:16][C:17](=[O:32])[CH2:18][C:19]2[N:20]=[C:21]([NH:24]C(=O)OC(C)(C)C)[S:22][CH:23]=2)=[N:13][CH:12]=1)([CH3:10])[CH3:9].C1(OC)C=CC=CC=1>C(Cl)Cl>[NH2:24][C:21]1[S:22][CH:23]=[C:19]([CH2:18][C:17]([NH:16][C:14]2[S:15][C:11]([CH:8]([CH3:10])[CH3:9])=[CH:12][N:13]=2)=[O:32])[N:20]=1. Procedure details: Trifluoroacetic acid (168 ml) was added to a solution of tert-butyl 4-{2-[(5-isopropyl-1,3-thiazol-2-yl)amino]-2-oxoethyl}-1,3-thiazol-2-ylcarbamate (22 g, 57.51 mmol) in CH2Cl2 (750 ml) and anisole (9.33 ml, 86.27 mmol) under ice-cooling.